Task: describe an organic reaction: reactants, conditions, products, and yield. Dataset: the Open Reaction Database (ORD), a public repository of structured organic reaction records Starting materials: COc1ccc(Br)cc1, C1CCOC1, COc1cc2c(cc1OC)C(=O)C(C)(C)C2, [Cl-], [Mg], [NH4+]. Product: COc1ccc(C2(O)c3cc(OC)c(OC)cc3CC2(C)C)cc1. RXN SMILES: [Br:1][c:2]1[cH:3][cH:4][c:5]([O:8][CH3:9])[cH:6][cH:7]1.[CH2:29]1[O:30][CH2:31][CH2:32][CH2:33]1.[CH3:11][O:12][c:13]1[cH:14][c:15]2[c:19]([cH:20][c:21]1[O:22][CH3:23])[C:18](=[O:24])[C:17]([CH3:25])([CH3:26])[CH2:16]2.[Cl-:27].[Mg:10].[NH4+:28]>>[c:2]1([C:18]2([OH:24])[C:17]([CH3:25])([CH3:26])[CH2:16][c:15]3[cH:14][c:13]([O:12][CH3:11])[c:21]([O:22][CH3:23])[cH:20][c:19]32)[cH:3][cH:4][c:5]([O:8][CH3:9])[cH:6][cH:7]1.